From a dataset of the Open Reaction Database (ORD), a public repository of structured organic reaction records. describe an organic reaction: reactants, conditions, products, and yield Starting materials: O (water), CN(C)C=O (DMF), CN(C=CC#N)C (β-dimethylamino-acrylonitrile), CN(C)C=O.Cl (DMF HCl), CN(C)C=O (DMF). Run in Cl (HCl), Cl (HCl). Reaction conditions: temperature 50 celsius. Yields the product ClC1=NC=C(C=C1)C#N (2-chloro-5-cyanopyridine). Reaction SMILES: CN(C)[CH:3]=[CH:4][C:5]#N.[CH3:8][N:9]([CH:11]=O)C.[ClH:13].O.C[N:16]([CH:18]=O)C>Cl>[Cl:13][C:8]1[CH:5]=[CH:4][C:3]([C:18]#[N:16])=[CH:11][N:9]=1 |f:1.2|. Procedure: 13.2 g of β-dimethylamino-acrylonitrile were added dropwise at 30° C. to a solution of 22 g of DMF/HCl adduct in 100 ml of DMF. Following an after-reaction time of 2 h, this solution was added dropwise, while passing in HCl, to a solution, saturated at 50° C., of HCl gas in DMF. The temperature was maintained at 50° C. by cooling. After conventional work up (40 ml of water), 2-chloro-5-cyanopyridine was obtained in 77.7% of the theoretical yield, based on the C3 unit employed. Run at time 2 hour. Starting materials: O.Cl.N1CCC(CC1)=O (4-piperidone hydrochloride monohydrate), CC[NH+](CC)CC.CC[NH+](CC)CC.C(=O)([O-])[O-] (MP-Carbonate resin), O1C(=CC=C1)C(=O)O (2-furoic acid), N-4-dimethylaminopyridine, Cl.CN(CCCN=C=NCC)C (1-(3-dimethylaminopropyl)-3-ethylcarbodiimide hydrochloride), TEA. Reaction SMILES: O.Cl.[NH:3]1[CH2:8][CH2:7][C:6](=[O:9])[CH2:5][CH2:4]1.CC[NH+](CC)CC.CC[NH+](CC)CC.C([O-])([O-])=O.[O:28]1[CH:32]=[CH:31][CH:30]=[C:29]1[C:33](O)=[O:34].Cl.CN(C)CCCN=C=NCC>C(Cl)Cl.O.C(#N)C.CO>[O:28]1[CH:32]=[CH:31][CH:30]=[C:29]1[C:33]([N:3]1[CH2:8][CH2:7][C:6](=[O:9])[CH2:5][CH2:4]1)=[O:34] |f:0.1.2,3.4.5,7.8|. Procedure: 4-piperidone hydrochloride monohydrate (0.23 g, 1.48 mmol) was dissolved in DCM (5 ml), and to this was added MP-Carbonate resin (0.58 g). This was stirred at room temperature for 2 h. Separately, 2-furoic acid (0.2 g, 1.78 mmol), N N-4-dimethylaminopyridine (cat.), 1-(3-dimethylaminopropyl)-3-ethylcarbodiimide hydrochloride (0.85 g, 4.44 mmol) and TEA (0.15 ml) were dissolved in DCM (5 ml) and stirred at room temperature for 2 h. The 2 reaction mixtures were then combined and stirred at room te... Run in O (water), C(C)#N (acetonitrile), O (water), CO (MeOH), C(Cl)Cl (DCM), C(Cl)Cl (DCM). The product is O1C(=CC=C1)C(=O)N1CCC(CC1)=O (1-(Furan-2-carbonyl)-piperidin-4-one). Reactants: C(C)(C)(C)OC(=O)N1CC(CC1)(CCOS(=O)(=O)C)C1=CC=CC=C1 (1-(t-butoxycarbonyl)-3-phenyl-3-(2-methanesulfonyloxyethyl)pyrrolidine), C(C)OCCN1C(=NC2=C1C=CC=C2)NC2CCNCC2 ((1-(2-ethoxyethyl)-1H-benzimidazol-2-yl)(piperidin-4-yl)amine), C(C)(C)N(C(C)C)CC (N,N-diisopropylethylamine). The solvent is C(C)#N (acetonitrile). Reaction conditions: time 18 hour. The product is C(C)(C)(C)OC(=O)N1CC(CC1)(C1=CC=CC=C1)CCN1CCC(CC1)NC1=NC2=C(N1CCOCC)C=CC=C2 (1-(t-butoxycarbonyl)-3-(2-(4-(1-(2-ethoxyethyl)-1H-benzimidazol-2-yl-amino)piperidin-1-yl)ethyl)-3-phenylpyrrolidine). As a reaction SMILES: [C:1]([O:5][C:6]([N:8]1[CH2:12][CH2:11][C:10]([C:20]2[CH:25]=[CH:24][CH:23]=[CH:22][CH:21]=2)([CH2:13][CH2:14]OS(C)(=O)=O)[CH2:9]1)=[O:7])([CH3:4])([CH3:3])[CH3:2].[CH2:26]([O:28][CH2:29][CH2:30][N:31]1[C:35]2[CH:36]=[CH:37][CH:38]=[CH:39][C:34]=2[N:33]=[C:32]1[NH:40][CH:41]1[CH2:46][CH2:45][NH:44][CH2:43][CH2:42]1)[CH3:27].C(N(CC)C(C)C)(C)C>C(#N)C>[C:1]([O:5][C:6]([N:8]1[CH2:12][CH2:11][C:10]([CH2:13][CH2:14][N:44]2[CH2:45][CH2:46][CH:41]([NH:40][C:32]3[N:31]([CH2:30][CH2:29][O:28][CH2:26][CH3:27])[C:35]4[CH:36]=[CH:37][CH:38]=[CH:39][C:34]=4[N:33]=3)[CH2:42][CH2:43]2)([C:20]2[CH:21]=[CH:22][CH:23]=[CH:24][CH:25]=2)[CH2:9]1)=[O:7])([CH3:2])([CH3:3])[CH3:4]. Procedure details: Combine 1-(t-butoxycarbonyl)-3-phenyl-3-(2-methanesulfonyloxyethyl)pyrrolidine (25 mmol), (1-(2-ethoxyethyl)-1H-benzimidazol-2-yl)(piperidin-4-yl)amine (30 mmol), and N,N-diisopropylethylamine (18 mL, 101 mmol) in acetonitrile (300 mL). Heat to reflux. After 18 hours, evaporate in vacuo to give a residue. Chromatograph the residue on silica gel to give 1-(t-butoxycarbonyl)-3-(2-(4-(1-(2-ethoxyethyl)-1H-benzimidazol-2-yl-amino)piperidin-1-yl)ethyl)-3-phenylpyrrolidine. Starting materials: FC(OC1=CC=C(C=C1)C(C1(CCN(CC1)CC1=CC=CC=C1)O)C1=CC=C(C=C1)OC(F)(F)F)(F)F (4-{bis[4-(trifluoromethoxy)phenyl]methyl}-1-benzylpiperidin-4-ol). Reagents/catalysts: [Pd] (palladium). Run in C(=O)O (formic acid). Yields the product hydrogen chloride salt, FC(OC1=CC=C(C=C1)C(C1(CCNCC1)O)C1=CC=C(C=C1)OC(F)(F)F)(F)F (4-{bis[4-(trifluoromethoxy)phenyl]methyl}piperidin-4-ol). Reaction SMILES: [F:1][C:2]([F:37])([F:36])[O:3][C:4]1[CH:9]=[CH:8][C:7]([CH:10]([C:25]2[CH:30]=[CH:29][C:28]([O:31][C:32]([F:35])([F:34])[F:33])=[CH:27][CH:26]=2)[C:11]2([OH:24])[CH2:16][CH2:15][N:14](CC3C=CC=CC=3)[CH2:13][CH2:12]2)=[CH:6][CH:5]=1>[Pd].C(O)=O>[F:34][C:32]([F:33])([F:35])[O:31][C:28]1[CH:27]=[CH:26][C:25]([CH:10]([C:7]2[CH:8]=[CH:9][C:4]([O:3][C:2]([F:37])([F:1])[F:36])=[CH:5][CH:6]=2)[C:11]2([OH:24])[CH2:16][CH2:15][NH:14][CH2:13][CH2:12]2)=[CH:30][CH:29]=1. Reported procedure: In the first step as depicted in Scheme 4, two appropriately substituted aryl halides, for example, the known compound 4-bromo-1-(trifluoromethoxy)benzene (A3), were cross-coupled with a Grignard reagent and an alkyl formate, for example, ethyl formate to form bis[4-(trifluoromethoxy)phenyl]methan-1-ol (B3). Intermediate (B3) was then reacted under acidic conditions with hydrogen bromide, to afford the corresponding bis(trifluoromethoxyphenyl)bromomethane (C3). Intermediate (C3) was then lithiat...